Dataset: the Open Reaction Database (ORD), a public repository of structured organic reaction records. Task: describe an organic reaction: reactants, conditions, products, and yield Starting materials: Br[Mg]c1ccccc1 (effective_coupling_partner), COc1ccc(CO)cc1 (substrate). Reagents/catalysts: PCy3. Reaction conditions: temperature 80 celsius, time 15 hour. Product: OCc2ccc(c1ccccc1)cc2. Reactants: C(C1=CC=CC=C1)SC=1C=C(C=CC1)C(C(CCC(=O)OCC)C1=C(C=CC=C1)C)=O (ethyl (RS)-5-(3-benzylthiophenyl)-4-(2-methylphenyl)-5-oxopentanoate), [OH-].[Na+] (sodium hydroxide). Solvent: O1CCOCC1 (dioxan). The product is O.C(C1=CC=CC=C1)SC=1C=C(C=CC1)C(C(CCC(=O)O)C1=C(C=CC=C1)C)=O.C(C1=CC=CC=C1)SC=1C=C(C=CC1)C(C(CCC(=O)O)C1=C(C=CC=C1)C)=O ((RS)-5-(3-benzylthiophenyl)-4-(2-methylphenyl)-5-oxopentanoic acid hemihydrate). Yield: 103.7%. As a reaction SMILES: [CH2:1]([S:8][C:9]1[CH:10]=[C:11]([C:15](=[O:31])[CH:16]([C:24]2[CH:29]=[CH:28][CH:27]=[CH:26][C:25]=2[CH3:30])[CH2:17][CH2:18][C:19]([O:21]CC)=[O:20])[CH:12]=[CH:13][CH:14]=1)[C:2]1[CH:7]=[CH:6][CH:5]=[CH:4][CH:3]=1.[OH-].[Na+]>O1CCOCC1>[OH2:20].[CH2:1]([S:8][C:9]1[CH:10]=[C:11]([C:15](=[O:31])[CH:16]([C:24]2[CH:29]=[CH:28][CH:27]=[CH:26][C:25]=2[CH3:30])[CH2:17][CH2:18][C:19]([OH:21])=[O:20])[CH:12]=[CH:13][CH:14]=1)[C:2]1[CH:3]=[CH:4][CH:5]=[CH:6][CH:7]=1.[CH2:1]([S:8][C:9]1[CH:10]=[C:11]([C:15](=[O:31])[CH:16]([C:24]2[CH:29]=[CH:28][CH:27]=[CH:26][C:25]=2[CH3:30])[CH2:17][CH2:18][C:19]([OH:21])=[O:20])[CH:12]=[CH:13][CH:14]=1)[C:2]1[CH:3]=[CH:4][CH:5]=[CH:6][CH:7]=1 |f:1.2,4.5.6|. Procedure details: A stirred solution of ethyl (RS)-5-(3-benzylthiophenyl)-4-(2-methylphenyl)-5-oxopentanoate (0.56 g) and 1 N sodium hydroxide (3.4 mL) in dioxan (11 mL) is heated at 70° C. for 1.5 hours. The reaction mixture is evaporated and the residue dissolved in water (6 mL). The pH of the solution is adjusted to pH 1 by addition of 2 N hydrochloric acid and the mixture extracted with ether (20 mL). The organic phase is washed twice with water (6 mL), dried over magnesium sulphate and evaporated. The residu... Reactants: C(C1=CC=CC=C1)N1C(N([C@H]2[C@@H]1CS[C@H]2CCCCC(=O)O)CC2=CC=CC=C2)=O ((3aS,4S,6aR)-1,3-dibenzyl-hexahydro-2-oxo-4H-thieno[3,4-d]imidazol-4-pentanoic acid), Br (hydrobromic acid), [OH-].[Na+] (sodium hydroxide). Reaction conditions: time 3 hour. Product: OC(=O)CCCC[C@@H]1SC[C@@H]2NC(=O)N[C@H]12 ((+)-biotin). Isolated yield 79.9%. RXN SMILES: C([N:8]1[C@H:12]2[CH2:13][S:14][C@@H:15]([CH2:16][CH2:17][CH2:18][CH2:19][C:20]([OH:22])=[O:21])[C@H:11]2[N:10](CC2C=CC=CC=2)[C:9]1=[O:30])C1C=CC=CC=1.Br.[OH-].[Na+]>>[OH:22][C:20]([CH2:19][CH2:18][CH2:17][CH2:16][C@H:15]1[C@@H:11]2[C@@H:12]([NH:8][C:9]([NH:10]2)=[O:30])[CH2:13][S:14]1)=[O:21] |f:2.3|. Procedure details: A mixture of 3.0 g of (3aS,4S,6aR)-1,3-dibenzyl-hexahydro-2-oxo-4H-thieno[3,4-d]imidazol-4-pentanoic acid and 24 ml of 48% hydrobromic acid was refluxed at 110° C. to 120° C. for 48 hours. Hot extraction with 10 ml of toluene was carried out four times to remove benzyl bromide. The aqueous layer was concentrated, 15 ml of water and 11.5 ml of 6M aqueous sodium hydroxide solution were added to the residue, subsequently 3.36 g of ethoxycarbonyl chloride was added dropwise, and the reaction was car... Starting materials: OCC1CCC(N1)=O (5-hydroxymethyl-2-pyrrolidone), C1(CCCCC1)[C@@H]1C[C@H](NC1)CO ((2S-trans)-4-cyclohexyl-2-pyrrolidinemethanol), C1(=CC=CC=C1)[C@H]1OCC2N1C(CC2)=O ((R)-tetrahydro-3-phenyl-3H,5H-pyrrolo[1,2-c]oxazol-5-one). The product is C1(CCCCC1)[C@@H]1C[C@H](NC1)C(=O)O ((trans)-4-Cyclohexyl-L-proline). RXN SMILES: [OH:1]CC1NC(=O)CC1.[CH:9]1([C@H:15]2[CH2:19][NH:18][C@H:17]([CH2:20][OH:21])[CH2:16]2)[CH2:14][CH2:13][CH2:12][CH2:11][CH2:10]1.C1([C@@H]2N3C(=O)CCC3CO2)C=CC=CC=1>>[CH:9]1([C@H:15]2[CH2:19][NH:18][C@H:17]([C:20]([OH:1])=[O:21])[CH2:16]2)[CH2:10][CH2:11][CH2:12][CH2:13][CH2:14]1. Reported procedure: (trans)-4-Cyclohexyl-L-proline was prepared from 5-hydroxymethyl-2-pyrrolidone using the procedure described in Example 1, but substituting the following methodology for preparing (2S-trans)-4-cyclohexyl-2-pyrrolidinemethanol from (R)-tetrahydro-3-phenyl-3H,5H-pyrrolo[1,2-c]oxazol-5-one: Starting materials: CS(C)=O, N#C[Na], O, Cc1ccc(S(=O)(=O)OCC23CCC(c4ccccc4)(CC2)CC3)cc1. Product: N#CCC12CCC(c3ccccc3)(CC1)CC2. As a reaction SMILES: [CH3:31][S:32]([CH3:33])=[O:34].[Na:27][C:28]#[N:29].[OH2:30].[c:1]1([CH3:2])[cH:3][cH:4][c:5]([S:6]([O:7][CH2:11][C:12]23[CH2:13][CH2:14][C:15]([c:20]4[cH:21][cH:22][cH:23][cH:24][cH:25]4)([CH2:16][CH2:17]2)[CH2:18][CH2:19]3)(=[O:8])=[O:9])[cH:10][cH:26]1>>[CH2:11]([C:12]12[CH2:13][CH2:14][C:15]([c:20]3[cH:21][cH:22][cH:23][cH:24][cH:25]3)([CH2:16][CH2:17]1)[CH2:18][CH2:19]2)[C:28]#[N:29]. RXN SMILES: [F:1][C:2]1[CH:27]=[CH:26][CH:25]=[CH:24][C:3]=1[CH2:4][C:5]1([O:22][CH3:23])[CH2:10][CH2:9][N:8]([C:11]2[CH:21]=[CH:20][C:14]([C:15]([O:17]CC)=[O:16])=[CH:13][CH:12]=2)[CH2:7][CH2:6]1.[OH-].[Na+].Cl>O1CCOCC1>[F:1][C:2]1[CH:27]=[CH:26][CH:25]=[CH:24][C:3]=1[CH2:4][C:5]1([O:22][CH3:23])[CH2:6][CH2:7][N:8]([C:11]2[CH:21]=[CH:20][C:14]([C:15]([OH:17])=[O:16])=[CH:13][CH:12]=2)[CH2:9][CH2:10]1 |f:1.2|. Product: FC1=C(CC2(CCN(CC2)C2=CC=C(C(=O)O)C=C2)OC)C=CC=C1 (4-(4-(2-fluorobenzyl)-4-methoxy-1-piperidinyl)benzoic acid). Reported procedure: A solution of EXAMPLE 1D (20.54 g, 55.4 mmol) in dioxane (100 mL) was treated with 1N NaOH (100 mL, 100 mmol), stirred overnight, acidified with 1N HCl, extracted with ethyl acetate (3×), dried (MgSO4), and filtered. Concentration of the filtrate gave a residue that was purified by silica gel chromatography eluting with to provide the desired product (xx g, xx %). MS (ESI) m/e 344 (M+H)+. Run in O1CCOCC1 (dioxane). Reactants: FC1=C(CC2(CCN(CC2)C2=CC=C(C(=O)OCC)C=C2)OC)C=CC=C1 (ethyl 4-(4-(2-fluorobenzyl)-4-methoxy-1-piperidinyl)benzoate), [OH-].[Na+] (NaOH), Cl (HCl). Run at time 8 hour. The reactants are C1CCNCC1, COc1ccc(C=O)cc1OC, O=C(O)Cc1ccc([N+](=O)[O-])cc1. The product is COc1ccc(C=Cc2ccc([N+](=O)[O-])cc2)cc1OC. Reaction SMILES: [CH2:26]1[CH2:27][CH2:28][NH:29][CH2:30][CH2:31]1.[CH3:14][O:15][c:16]1[cH:17][cH:18][c:19]([CH:20]=[O:21])[cH:22][c:23]1[O:24][CH3:25].[N+:1](=[O:2])([O-:3])[c:4]1[cH:5][cH:6][c:7]([CH2:10][C:11]([OH:12])=[O:13])[cH:8][cH:9]1>>[N+:1](=[O:2])([O-:3])[c:4]1[cH:5][cH:6][c:7]([CH:10]=[CH:11][c:19]2[cH:18][cH:17][c:16]([O:15][CH3:14])[c:23]([O:24][CH3:25])[cH:22]2)[cH:8][cH:9]1. The reactants are C(C)(C)(C)OC(=O)N1C(CCC1)C1=NC=C(C(=O)O)C=C1 (6-(1-(tert-butoxycarbonyl)pyrrolidin-2-yl)nicotinic acid), FC(C(=O)O)(F)F (trifluoroacetic acid), C(=O)(N1C=NC=C1)N1C=NC=C1 (1,1′-carbonyldiimidazole), Cl.Cl.NC1=C(C(=O)N)C=CC=C1N (2,3-diaminobenzamide dihydrochloride). The solvent is N1=CC=CC=C1 (pyridine), CN(C=O)C (N,N-dimethylformamide), ClCCl (dichloromethane). Run at temperature 40 celsius, time 16 hour. The product is N1C(CCC1)C1=CC=C(C=N1)C1=NC2=C(N1)C=CC=C2C(=O)N (2-(6-pyrrolidin-2-ylpyridin-3-yl)-1H-benzimidazole-4-carboxamide). As a reaction SMILES: C(OC([N:8]1[CH2:12][CH2:11][CH2:10][CH:9]1[C:13]1[CH:21]=[CH:20][C:16]([C:17](O)=O)=[CH:15][N:14]=1)=O)(C)(C)C.C(N1C=CN=C1)(N1C=CN=C1)=O.Cl.Cl.[NH2:36][C:37]1[C:45]([NH2:46])=[CH:44][CH:43]=[CH:42][C:38]=1[C:39]([NH2:41])=[O:40].FC(F)(F)C(O)=O>N1C=CC=CC=1.CN(C)C=O.ClCCl>[NH:8]1[CH2:12][CH2:11][CH2:10][CH:9]1[C:13]1[N:14]=[CH:15][C:16]([C:17]2[NH:46][C:45]3[CH:44]=[CH:43][CH:42]=[C:38]([C:39]([NH2:41])=[O:40])[C:37]=3[N:36]=2)=[CH:20][CH:21]=1 |f:2.3.4|. Procedure details: To a mixture of 6-(1-(tert-butoxycarbonyl)pyrrolidin-2-yl)nicotinic acid (3 g, 10.6 mmol) in pyridine (10 mL) and N,N-dimethylformamide (50 mL) at ambient temperature was added 1,1′-carbonyldiimidazole (2.2 g, 16 mmol). The mixture was heated at 40° C. for 1 hour, treated with 2,3-diaminobenzamide dihydrochloride (2.4 g, 10.6 mmol), stirred at ambient temperature, for 16 hours and concentrated. The residue was heated in acetic acid (100 mL) at 110° C. for 2 hours, cooled and concentrated. The re... Reactants: Cl.N[C@@H]1CC[C@H](CC1)NC(=O)C1=C(NC2=C1N=CN=C2C2=C(C=CC=1OCOC12)OCC1CC1)C (N-(trans-4-aminocyclohexyl)-4-[5-(cyclopropylmethoxy)-1,3-benzodioxol-4-yl]-6-methyl-5H-pyrrolo[3,2-d]pyrimidine-7-carboxamide hydrochloride), C(CC)(=O)Cl (propionyl chloride). Product: C1(CC1)COC1=C(C2=C(OCO2)C=C1)C=1C2=C(N=CN1)C(=C(N2)C)C(=O)N[C@@H]2CC[C@H](CC2)NC(CC)=O (4-[5-(Cyclopropylmethoxy)-1,3-benzodioxol-4-yl]-6-methyl-N-[trans-4-(propionylamino)cyclohexyl]-5H-pyrrolo[3,2-d]pyrimidine-7-carboxamide). RXN SMILES: Cl.[NH2:2][C@H:3]1[CH2:8][CH2:7][C@H:6]([NH:9][C:10]([C:12]2[C:16]3[N:17]=[CH:18][N:19]=[C:20]([C:21]4[C:29]5[O:28][CH2:27][O:26][C:25]=5[CH:24]=[CH:23][C:22]=4[O:30][CH2:31][CH:32]4[CH2:34][CH2:33]4)[C:15]=3[NH:14][C:13]=2[CH3:35])=[O:11])[CH2:5][CH2:4]1.[C:36](Cl)(=[O:39])[CH2:37][CH3:38]>>[CH:32]1([CH2:31][O:30][C:22]2[CH:23]=[CH:24][C:25]3[O:26][CH2:27][O:28][C:29]=3[C:21]=2[C:20]2[C:15]3[NH:14][C:13]([CH3:35])=[C:12]([C:10]([NH:9][C@H:6]4[CH2:7][CH2:8][C@H:3]([NH:2][C:36](=[O:39])[CH2:37][CH3:38])[CH2:4][CH2:5]4)=[O:11])[C:16]=3[N:17]=[CH:18][N:19]=2)[CH2:34][CH2:33]1 |f:0.1|. Procedure: Starting from N-(trans-4-aminocyclohexyl)-4-[5-(cyclopropylmethoxy)-1,3-benzodioxol-4-yl]-6-methyl-5H-pyrrolo[3,2-d]pyrimidine-7-carboxamide hydrochloride (example D.f2) and commercially available propionyl chloride the title compound is obtained as colorless solid. The reactants are C(C)(=O)OC(C)=O (acetic anhydride), [N+](=O)([O-])C1=C(C(C(=O)O)=CC(=C1)[N+](=O)[O-])C(=O)O (3,5-dinitrophthalic acid), [OH-].[K+] (potassium hydroxide), CC1=CC=C(C=C1)S (p-thiocresol), C(C)(=O)OC(C)=O (acetic anhydride), CC1=CC=C(C=C1)S (p-thiocresol), [OH-].[Na+] (NaOH), C(C)(=O)OC(C)=O (acetic anhydride), Cl (hydrochloric acid). The reagents and catalysts are [Cl-].C(C1=CC=CC=C1)[N+](CC)(CC)CC (benzyltriethylammonium chloride), [Cl-].C(C1=CC=CC=C1)[N+](CC)(CC)CC (benzyltriethylammonium chloride). The solvent is C1(=CC=CC=C1)C (toluene), C(Cl)Cl (methylene chloride), CC(=O)C (acetone), O (water). Conditions: time 90 minute. Yields the product CC1=CC=C(C=C1)SC1=C2C(C(=O)OC2=O)=CC(=C1)[N+](=O)[O-] (3-(p-Methylphenylthio)-5-nitrophthalic anhydride). Reaction SMILES: [N+]([C:4]1[CH:12]=[C:11]([N+:13]([O-:15])=[O:14])[CH:10]=[C:6]([C:7]([OH:9])=O)[C:5]=1[C:16]([OH:18])=[O:17])([O-])=O.C(OC(=O)C)(=O)C.[CH3:26][C:27]1[CH:32]=[CH:31][C:30]([SH:33])=[CH:29][CH:28]=1.[OH-].[K+].Cl.[OH-].[Na+]>C1(C)C=CC=CC=1.C(Cl)Cl.[Cl-].C([N+](CC)(CC)CC)C1C=CC=CC=1.CC(C)=O.O>[CH3:26][C:27]1[CH:32]=[CH:31][C:30]([S:33][C:4]2[CH:12]=[C:11]([N+:13]([O-:15])=[O:14])[CH:10]=[C:6]3[C:7]([O:18][C:16](=[O:17])[C:5]=23)=[O:9])=[CH:29][CH:28]=1 |f:3.4,6.7,10.11|. Procedure details: 46.05 g (0.180 mol) of 3,5-dinitrophthalic acid are kept under reflux with 26 g (0.25 mol) of acetic anhydride in 210 ml of toluene for one hour. The mixture is filtered hot and the filtrate is evaporated. The residue is dissolved under reflux together with 27.4 g (0.221 mol) of p-thiocresol and 34.7 g (0.34 mol) of acetic anhydride in 4.6 liters of methylene chloride. This solution is added dropwise, at 20°-27° C., with vigorous stirring, to a solution of 1.9 g (8.5 mmols) of benzyltriethylammo...